Dataset: the Open Reaction Database (ORD), a public repository of structured organic reaction records. Task: describe an organic reaction: reactants, conditions, products, and yield Starting materials: CN1C2=NC(=NC(=C2N=C1CN1CCC(CC1)N1CCOCC1)N1CCOCC1)C1=CN(C2=CC=CC=C12)S(=O)(=O)C1=CC=CC=C1 (4-(1-((9-methyl-6-morpholino-2-(1-(phenylsulfonyl)-1H-indol-3-yl)-9H-purin-8-yl)methyl)piperidin-4-yl)morpholine), aqueous solution, [OH-].[Na+] (NaOH). The solvent is C(C)O (ethanol). Conditions: time 18 hour. Yields the product N1C=C(C2=CC=CC=C12)C1=NC(=C2N=C(N(C2=N1)C)CN1CCC(CC1)N1CCOCC1)N1CCOCC1 (4-(1-((2-(1H-indol-3-yl)-9-methyl-6-morpholino-9H-purin-8-yl)methyl)piperidin-4-yl)morpholine). The yield is 57.6%. RXN SMILES: [CH3:1][N:2]1[C:10]([CH2:11][N:12]2[CH2:17][CH2:16][CH:15]([N:18]3[CH2:23][CH2:22][O:21][CH2:20][CH2:19]3)[CH2:14][CH2:13]2)=[N:9][C:8]2[C:3]1=[N:4][C:5]([C:30]1[C:38]3[C:33](=[CH:34][CH:35]=[CH:36][CH:37]=3)[N:32](S(C3C=CC=CC=3)(=O)=O)[CH:31]=1)=[N:6][C:7]=2[N:24]1[CH2:29][CH2:28][O:27][CH2:26][CH2:25]1.[OH-].[Na+]>C(O)C>[NH:32]1[C:33]2[C:38](=[CH:37][CH:36]=[CH:35][CH:34]=2)[C:30]([C:5]2[N:4]=[C:3]3[C:8]([N:9]=[C:10]([CH2:11][N:12]4[CH2:13][CH2:14][CH:15]([N:18]5[CH2:23][CH2:22][O:21][CH2:20][CH2:19]5)[CH2:16][CH2:17]4)[N:2]3[CH3:1])=[C:7]([N:24]3[CH2:29][CH2:28][O:27][CH2:26][CH2:25]3)[N:6]=2)=[CH:31]1 |f:1.2|. Reported procedure: To a solution of 4-(1-((9-methyl-6-morpholino-2-(1-(phenylsulfonyl)-1H-indol-3-yl)-9H-purin-8-yl)methyl)piperidin-4-yl)morpholine (357 mg, 0.544 mmol) in ethanol (5 mL) was added a 1 M aqueous solution of NaOH (4 mL, 4 mmol). After 18 hours of stirring, the reaction mixture was concentrated and purified by RP-HPLC to give 104 (162 mg, 57.7%). LCMS: M+H+=517.3. 1H-NMR (400 MHz, DMSO-d6): δ 11.46 (s, 1H), 8.60 (m, 1H), 8.13 (s, 1H), 7.43 (m, 1H), 7.14 (m, 2H), 4.16 (s, 4H), 3.84, (s, 3H), 3.76 (t,... The reactants are N=1C(=CN2N=CC=CC21)C=2C=C(C=CC2)NC(OC(C)(C)C)=O (tert-butyl 3-(imidazo[1,2-b]pyridazin-2-yl)phenylcarbamate), C(=O)(C(F)(F)F)O (TFA), [OH-].[Na+] (NaOH). Solvent: C(Cl)Cl (CH2Cl2). Yields the product N=1C(=CN2N=CC=CC21)C=2C=C(N)C=CC2 (3-(imidazo[1,2-b]pyridazin-2-yl)aniline). The yield is 75.0%. Reaction SMILES: [N:1]1[C:2]([C:10]2[CH:11]=[C:12]([NH:16]C(=O)OC(C)(C)C)[CH:13]=[CH:14][CH:15]=2)=[CH:3][N:4]2[C:9]=1[CH:8]=[CH:7][CH:6]=[N:5]2.C(O)(C(F)(F)F)=O.[OH-].[Na+]>C(Cl)Cl>[N:1]1[C:2]([C:10]2[CH:11]=[C:12]([CH:13]=[CH:14][CH:15]=2)[NH2:16])=[CH:3][N:4]2[C:9]=1[CH:8]=[CH:7][CH:6]=[N:5]2 |f:2.3|. Reported procedure: A solution of tert-butyl 3-(imidazo[1,2-b]pyridazin-2-yl)phenylcarbamate (1 mmol) and TFA (4 mmol) in CH2Cl2 (10 ml) was stirred at 35° C. overnight. Then 1 M NaOH (4 ml) was added, and the mixture was extracted with EtOAc. The organic layer was concentrated to give 3-(imidazo[1,2-b]pyridazin-2-yl)aniline with a yield of 75%. The reactants are BrC=1C=C2CCCC(C2=CC1OCC)(C)C (6-bromo-7-ethoxy-1,1-dimethyl-1,2,3,4-tetrahydronaphthalene), C(C)(C)(C)OO (tert-butyl hydroperoxide). The reagents and catalysts are [O-2].[Cr+6].[O-2].[O-2] (chromium (VI) oxide). Run in ClCCl (dichloromethane). Conditions: time 8 hour. Product: BrC1=C(C=C2C(CCC(C2=C1)=O)(C)C)OCC (7-Bromo-6-ethoxy-4,4-dimethyl-3,4-dihydro-2H-naphthalen-1-one). Reaction SMILES: [Br:1][C:2]1[CH:3]=[C:4]2[C:9](=[CH:10][C:11]=1[O:12][CH2:13][CH3:14])[C:8]([CH3:16])([CH3:15])[CH2:7][CH2:6][CH2:5]2.C([O:21]O)(C)(C)C>ClCCl.[O-2].[Cr+6].[O-2].[O-2]>[Br:1][C:2]1[CH:3]=[C:4]2[C:9]([C:8]([CH3:15])([CH3:16])[CH2:7][CH2:6][C:5]2=[O:21])=[CH:10][C:11]=1[O:12][CH2:13][CH3:14] |f:3.4.5.6|. Reported procedure: To 6-bromo-7-ethoxy-1,1-dimethyl-1,2,3,4-tetrahydronaphthalene (Compound A-3, 5.83 g, 20.6 mmol) in dichloromethane (25 mL) and tert-butyl hydroperoxide (25 mL) at room temperature was added a catalytic amount of chromium (VI) oxide. The reaction was stirred overnight. Quenched the reaction with water and followed by extraction with diethylether. The organic layers were washed with water, brine, dried over Na2SO4 and concentrated in vacuo. Purification by flash column chromatography (silica gel,... The reactants are BrCCCBr, C1CCOC1, CC(C)[N-]C(C)C, CI, CN1CCCN(C)C1=O, [Cl-], Cl, [Li+], [NH4+], CCOC(=O)Cc1ccccc1. Yields the product CCOC(=O)C(C)(CCCBr)c1ccccc1. RXN SMILES: [Br:23][CH2:24][CH2:25][CH2:26][Br:27].[CH2:31]1[O:32][CH2:33][CH2:34][CH2:35]1.[CH3:14][CH:15]([N-:16][CH:17]([CH3:18])[CH3:19])[CH3:20].[CH3:21][I:22].[CH3:36][N:37]1[CH2:38][CH2:39][CH2:40][N:41]([CH3:42])[C:43]1=[O:44].[Cl-:28].[ClH:30].[Li+:13].[NH4+:29].[c:1]1([CH2:7][C:8](=[O:9])[O:10][CH2:11][CH3:12])[cH:2][cH:3][cH:4][cH:5][cH:6]1>>[c:1]1([C:7]([C:8](=[O:9])[O:10][CH2:11][CH3:12])([CH3:14])[CH2:26][CH2:25][CH2:24][Br:23])[cH:2][cH:3][cH:4][cH:5][cH:6]1. Starting materials: N1CCCC1 (Pyrrolidine), IC=1C=C(NC1)C(C(Cl)(Cl)Cl)=O (4-iodo-2(trichloroacetyl)pyrrole). Solvent: C(C)#N (acetonitrile). Conditions: time 1 hour. The product is IC=1C=C(NC1)C(=O)N1CCCC1 ((4-Iodo-1H-pyrrol-2-yl)(pyrrolidin-1-yl)methanone). Yield: 84.8%. Reaction SMILES: [NH:1]1[CH2:5][CH2:4][CH2:3][CH2:2]1.[I:6][C:7]1[CH:8]=[C:9]([C:12](=[O:17])C(Cl)(Cl)Cl)[NH:10][CH:11]=1>C(#N)C>[I:6][C:7]1[CH:8]=[C:9]([C:12]([N:1]2[CH2:5][CH2:4][CH2:3][CH2:2]2)=[O:17])[NH:10][CH:11]=1. Reported procedure: Pyrrolidine (3 mL, 35.62 mmol) was added to a stirred solution of 4-iodo-2(trichloroacetyl)pyrrole (10 g, 29.69 mmol) in acetonitrile (50 mL) at room temperature. The mixture was stirred at room temperature for 1 hr. The white precipitate was filtered and washed with acetonitrile (25 mL) to give title compound as a white solid (7.3 g, 86%).; Mass Spec FIA MS 291. Starting materials: CCOC(OCC)c1ccc(CBr)cc1, COC(=O)CC(=O)OC, [H-], [Na+], CN(C)C=O. The product is CCOC(OCC)c1ccc(CC(C(=O)OC)C(=O)OC)cc1. RXN SMILES: [Br:12][CH2:13][c:14]1[cH:15][cH:16][c:17]([CH:20]([O:21][CH2:22][CH3:23])[O:24][CH2:25][CH3:26])[cH:18][cH:19]1.[C:1]([CH2:2][C:3](=[O:4])[O:5][CH3:6])(=[O:7])[O:8][CH3:9].[H-:11].[Na+:10].[O:27]=[CH:28][N:29]([CH3:30])[CH3:31]>>[C:1]([CH:2]([C:3](=[O:4])[O:5][CH3:6])[CH2:13][c:14]1[cH:15][cH:16][c:17]([CH:20]([O:21][CH2:22][CH3:23])[O:24][CH2:25][CH3:26])[cH:18][cH:19]1)(=[O:7])[O:8][CH3:9]. The reactants are ClC1=C(CN2N=CC3=CC(=CC=C23)C=C2C(N=C(S2)SCC)=O)C=CC(=C1)C(C)(C)O (5-{1-[2-Chloro-4-(1-hydroxy-1-methyl-ethyl)benzyl]-1H-indazol-5-ylmethylene}-2-ethylsulfanyl-thiazol-4-one), CN1CCNCC1 (1-Methyl-piperazine). Product: ClC1=C(CN2N=CC3=CC(=CC=C23)C=C2C(N=C(S2)N2CCN(CC2)C)=O)C=CC(=C1)C(C)(C)O (5-({1-[2-Chloro-4-(1-hydroxy-1-methylethyl)benzyl]-1H-indazol-5-yl}methylidene)-2-(4-methylpiperazin-1-yl)-1,3-thiazol-4(5H)-one). Reaction SMILES: [Cl:1][C:2]1[CH:27]=[C:26]([C:28]([OH:31])([CH3:30])[CH3:29])[CH:25]=[CH:24][C:3]=1[CH2:4][N:5]1[C:13]2[C:8](=[CH:9][C:10]([CH:14]=[C:15]3[S:19][C:18](SCC)=[N:17][C:16]3=[O:23])=[CH:11][CH:12]=2)[CH:7]=[N:6]1.[CH3:32][N:33]1[CH2:38][CH2:37][NH:36][CH2:35][CH2:34]1>>[Cl:1][C:2]1[CH:27]=[C:26]([C:28]([OH:31])([CH3:29])[CH3:30])[CH:25]=[CH:24][C:3]=1[CH2:4][N:5]1[C:13]2[C:8](=[CH:9][C:10]([CH:14]=[C:15]3[S:19][C:18]([N:36]4[CH2:37][CH2:38][N:33]([CH3:32])[CH2:34][CH2:35]4)=[N:17][C:16]3=[O:23])=[CH:11][CH:12]=2)[CH:7]=[N:6]1. Procedure: 5-({1-[2-Chloro-4-(1-hydroxy-1-methylethyl)benzyl]-1H-indazol-5-yl}methylidene)-2-(4-methylpiperazin-1-yl)-1,3-thiazol-4(5H)-one was prepared from 5-{1-[2-Chloro-4-(1-hydroxy-1-methyl-ethyl)benzyl]-1H-indazol-5-ylmethylene}-2-ethylsulfanyl-thiazol-4-one and 1-Methyl-piperazine following General Procedure C.